From a dataset of the Open Reaction Database (ORD), a public repository of structured organic reaction records. describe an organic reaction: reactants, conditions, products, and yield Starting materials: CC(C)(C)OC(=O)NC(CO)Cc1ccc(Br)cc1, O=C1NC(=O)c2ccccc21, C1CCOC1. The product is CC(C)(C)OC(=O)NC(Cc1ccc(Br)cc1)CN1C(=O)c2ccccc2C1=O. Reaction SMILES: [Br:1][c:2]1[cH:3][cH:4][c:5]([CH2:8][CH:9]([CH2:10][OH:11])[NH:12][C:13]([O:14][C:15]([CH3:16])([CH3:17])[CH3:18])=[O:19])[cH:6][cH:7]1.[O:20]=[C:21]1[NH:22][C:23](=[O:24])[c:25]2[cH:26][cH:27][cH:28][cH:29][c:30]21.[O:31]1[CH2:32][CH2:33][CH2:34][CH2:35]1>>[Br:1][c:2]1[cH:3][cH:4][c:5]([CH2:8][CH:9]([CH2:10][N:22]2[C:21](=[O:20])[c:30]3[c:25]([cH:26][cH:27][cH:28][cH:29]3)[C:23]2=[O:24])[NH:12][C:13]([O:14][C:15]([CH3:16])([CH3:17])[CH3:18])=[O:19])[cH:6][cH:7]1. Reactants: COC(CCCCC(NC1=C(C(=CC=C1)C)C1=CC(=CC=C1)S(=O)(=O)C1=C(SC(=C1)C(=N)NC(=O)OC(C)(C)C)SC)=O)=O (5-{3′-[5-(tert-Butoxycarbonylamino-imino-methyl)-2-methylsulfanyl-thiophene-3-sulfonyl]-6-methyl-biphenyl-2-ylcarbamoyl}-pentanoic acid methyl ester), [Li+].[OH-] (LiOH), CO (MeOH). The solvent is CCOC(=O)C (EtOAc). Reaction conditions: temperature 60 celsius. The product is C(C)(C)(C)OC(=O)NC(C1=CC(=C(S1)SC)S(=O)(=O)C=1C=C(C=CC1)C1=C(C=CC=C1C)NC(=O)CCCCC(=O)O)=N (5-{3′-[5-(tert-Butoxycarbonylamino-imino-methyl)-2-methylsulfanyl-thiophene-3-sulfonyl]-6-methyl-biphenyl-2-ylcarbamoyl}-pentanoic acid). RXN SMILES: C[O:2][C:3](=[O:44])[CH2:4][CH2:5][CH2:6][CH2:7][C:8](=[O:43])[NH:9][C:10]1[CH:15]=[CH:14][CH:13]=[C:12]([CH3:16])[C:11]=1[C:17]1[CH:22]=[CH:21][CH:20]=[C:19]([S:23]([C:26]2[CH:30]=[C:29]([C:31]([NH:33][C:34]([O:36][C:37]([CH3:40])([CH3:39])[CH3:38])=[O:35])=[NH:32])[S:28][C:27]=2[S:41][CH3:42])(=[O:25])=[O:24])[CH:18]=1.[Li+].[OH-].CO>CCOC(C)=O>[C:37]([O:36][C:34]([NH:33][C:31](=[NH:32])[C:29]1[S:28][C:27]([S:41][CH3:42])=[C:26]([S:23]([C:19]2[CH:18]=[C:17]([C:11]3[C:12]([CH3:16])=[CH:13][CH:14]=[CH:15][C:10]=3[NH:9][C:8]([CH2:7][CH2:6][CH2:5][CH2:4][C:3]([OH:44])=[O:2])=[O:43])[CH:22]=[CH:21][CH:20]=2)(=[O:25])=[O:24])[CH:30]=1)=[O:35])([CH3:40])([CH3:38])[CH3:39] |f:1.2|. Procedure details: 5-{3′-[5-(tert-Butoxycarbonylamino-imino-methyl)-2-methylsulfanyl-thiophene-3-sulfonyl]-6-methyl-biphenyl-2-ylcarbamoyl}-pentanoic acid methyl ester (125 mg, 0.19 mmol, Example 137: step a) and LiOH (12.5 mg, 0.54 mmol) were dissolved into MeOH (3 mL) and heated to 60° C. for 12 hours. The reaction was dissolved into EtOAc and washed with 20% citric acid. The aqueous layers were acidified with acetic acid (pH 3) and extracted with EtOAc. The organic layers were combined and dried (MgSO4) followe... The reactants are ClCCl, COS(=O)(=O)F, CN1C(=N)N(c2ccccc2)CC1=O. Product: CN=C1N(C)C(=O)CN1c1ccccc1. RXN SMILES: [CH2:21]([Cl:22])[Cl:23].[CH3:15][O:16][S:17]([F:18])(=[O:19])=[O:20].[c:1]1([N:7]2[C:8](=[NH:14])[N:9]([CH3:13])[C:10](=[O:12])[CH2:11]2)[cH:2][cH:3][cH:4][cH:5][cH:6]1>>[c:1]1([N:7]2[C:8](=[N:14][CH3:15])[N:9]([CH3:13])[C:10](=[O:12])[CH2:11]2)[cH:2][cH:3][cH:4][cH:5][cH:6]1.